From a dataset of the Open Reaction Database (ORD), a public repository of structured organic reaction records. describe an organic reaction: reactants, conditions, products, and yield Run in [OH-].[K+] (potassium hydroxide). The reactants are COC(=O)C1N(C(CC1)C1=CC=C(C=C1)F)S(=O)(=O)C1=CC=C(C=C1)C ((2RS,5SR)-5-(4-fluoro-phenyl)-1-(toluene-4-sulfonyl)-pyrrolidine-2-carboxylic acid methyl ester). Isolated yield 96.9%. As a reaction SMILES: C[O:2][C:3]([CH:5]1[CH2:9][CH2:8][CH:7]([C:10]2[CH:15]=[CH:14][C:13]([F:16])=[CH:12][CH:11]=2)[N:6]1[S:17]([C:20]1[CH:25]=[CH:24][C:23]([CH3:26])=[CH:22][CH:21]=1)(=[O:19])=[O:18])=[O:4]>[OH-].[K+]>[F:16][C:13]1[CH:14]=[CH:15][C:10]([CH:7]2[N:6]([S:17]([C:20]3[CH:25]=[CH:24][C:23]([CH3:26])=[CH:22][CH:21]=3)(=[O:18])=[O:19])[CH:5]([C:3]([OH:4])=[O:2])[CH2:9][CH2:8]2)=[CH:11][CH:12]=1 |f:1.2|. The product is FC1=CC=C(C=C1)C1CCC(N1S(=O)(=O)C1=CC=C(C=C1)C)C(=O)O ((2RS,5SR)-5-(4-fluoro-phenyl)-1-(toluene-4-sulfonyl)-pyrrolidine-2-carboxylic acid). Reported procedure: A solution of (2RS,5SR)-5-(4-fluoro-phenyl)-1-(toluene-4-sulfonyl)-pyrrolidine-2-carboxylic acid methyl ester (4.35 g, 11.5 mmol) in 1N potassium hydroxide solution (100 ml) was stirred at room temperature for 17 h. Aqueous work-up yielded (2RS,5SR)-5-(4-fluoro-phenyl)-1-(toluene-4-sulfonyl)-pyrrolidine-2-carboxylic acid (4.05 g, yield 97%) as a white solid, m.p. 166° C. Reactants: ClC1=CC(=CC(=C1)C(=C)C(F)(F)F)Cl (1,3-dichloro-5-(1-trifluoromethyl-vinyl)-benzene), BrC1=C(C=C(C=C1)C[N+]#[C-])C (1-bromo-4-isocyanomethyl-2-methyl-benzene). The reagents and catalysts are [Cu-]=O (copper(I) oxide). Run in C1(=CC=CC=C1)C (toluene). Reaction conditions: temperature 110 celsius, time 16 hour. The product is BrC1=C(C=C(C=C1)C1N=CC(C1)(C(F)(F)F)C1=CC(=CC(=C1)Cl)Cl)C (2-(4-bromo-3-methyl-phenyl)-4-(3,5-dichloro-phenyl)-4-trifluoromethyl-3,4-dihydro-2H-pyrrole). The yield is 26.8%. Reaction SMILES: [Cl:1][C:2]1[CH:7]=[C:6]([C:8]([C:10]([F:13])([F:12])[F:11])=[CH2:9])[CH:5]=[C:4]([Cl:14])[CH:3]=1.[Br:15][C:16]1[CH:21]=[CH:20][C:19]([CH2:22][N+:23]#[C-:24])=[CH:18][C:17]=1[CH3:25]>C1(C)C=CC=CC=1.[Cu-]=O>[Br:15][C:16]1[CH:21]=[CH:20][C:19]([CH:22]2[CH2:9][C:8]([C:6]3[CH:5]=[C:4]([Cl:14])[CH:3]=[C:2]([Cl:1])[CH:7]=3)([C:10]([F:11])([F:13])[F:12])[CH:24]=[N:23]2)=[CH:18][C:17]=1[CH3:25]. Procedure: A mixture of 1,3-dichloro-5-(1-trifluoromethyl-vinyl)-benzene (preparation described in, for example, EP 1,731,512) (8.03 g), 1-bromo-4-isocyanomethyl-2-methyl-benzene (Example 10.3) (4.16 g) and copper(I) oxide (0.13 g) in toluene (50 ml) was stirred at 110° C. for 16 hours. The reaction mixture was concentrated and the residue purified by chromatography on silica gel (eluent: ethyl acetate/heptane) to give 2-(4-bromo-3-methyl-phenyl)-4-(3,5-dichloro-phenyl)-4-trifluoromethyl-3,4-dihydro-2H-pyr... Starting materials: O=C1N(CC2=CC=CC=C12)C1=CC=C(C(=O)OCC)C=C1 (4-(1,3-dihydro-1-oxo-2H-isoindol-2-yl)benzoic acid, ethyl ester), [OH-].[Na+] (NaOH), O (water). The solvent is CO (methanol). Yields the product O=C1N(CC2=CC=CC=C12)C1=CC=C(C(=O)O)C=C1 (4-(1,3-Dihydro-1-oxo-2H-isoindol-2-yl)benzoic acid). Reaction SMILES: [O:1]=[C:2]1[C:10]2[C:5](=[CH:6][CH:7]=[CH:8][CH:9]=2)[CH2:4][N:3]1[C:11]1[CH:21]=[CH:20][C:14]([C:15]([O:17]CC)=[O:16])=[CH:13][CH:12]=1.[OH-].[Na+].O>CO>[O:1]=[C:2]1[C:10]2[C:5](=[CH:6][CH:7]=[CH:8][CH:9]=2)[CH2:4][N:3]1[C:11]1[CH:21]=[CH:20][C:14]([C:15]([OH:17])=[O:16])=[CH:13][CH:12]=1 |f:1.2|. Procedure: A mixture of 4-(1,3-dihydro-1-oxo-2H-isoindol-2-yl)benzoic acid, ethyl ester (2.55 g, 0.009 mol), 1N NaOH (20 ml), water (70 ml), and methanol (70 ml) is heated to reflux for 20 minutes when a clear solution is formed. The reaction mixture is filtered and the filtrate is carefully acidified with 4N HCl (6 ml) to pH 1.0 when a solid pptd. out. The crude 4-(1,3-Dihydro-1-oxo-2H-isoindol-2-yl)benzoic acid is filtered, washed with hot CH3OH and dried to give analytical sample. Yield 1.67 g (73%); mp... Reactants: COC1=CC=C(CN2N=C(C=3C2=NC=C(C3)B3OC(C(O3)(C)C)(C)C)C)C=C1 (1-(4-methoxybenzyl)-3-methyl-5-(4,4,5,5-tetramethyl-1,3,2-dioxaborolan-2-yl)-1H-pyrazolo[3,4-b]pyridine), 8, BrC1=NC(=CN=C1)Cl (2-bromo-6-chloropyrazine), C([O-])([O-])=O.[Na+].[Na+] (sodium carbonate). Reagents/catalysts: C=1C=CC(=CC1)[P](C=2C=CC=CC2)(C=3C=CC=CC3)[Pd]([P](C=4C=CC=CC4)(C=5C=CC=CC5)C=6C=CC=CC6)([P](C=7C=CC=CC7)(C=8C=CC=CC8)C=9C=CC=CC9)[P](C=1C=CC=CC1)(C=1C=CC=CC1)C=1C=CC=CC1 (Pd(PPh3)4). Run in COCCOC (DME), C(C)O (ethanol), O (water), C(C)(=O)OCC (ethyl acetate), O (water). Conditions: temperature 80 celsius. Yields the product ClC1=CN=CC(=N1)C=1C=C2C(=NC1)N(N=C2C)CC2=CC=C(C=C2)OC (5-(6-chloropyrazin-2-yl)-1-(4-methoxybenzyl)-3-methyl-1H-pyrazolo[3,4-b]pyridine). Reaction SMILES: [CH3:1][O:2][C:3]1[CH:28]=[CH:27][C:6]([CH2:7][N:8]2[C:12]3=[N:13][CH:14]=[C:15](B4OC(C)(C)C(C)(C)O4)[CH:16]=[C:11]3[C:10]([CH3:26])=[N:9]2)=[CH:5][CH:4]=1.Br[C:30]1[CH:35]=[N:34][CH:33]=[C:32]([Cl:36])[N:31]=1.C(=O)([O-])[O-].[Na+].[Na+]>COCCOC.C(O)C.O.C(OCC)(=O)C.C1C=CC([P]([Pd]([P](C2C=CC=CC=2)(C2C=CC=CC=2)C2C=CC=CC=2)([P](C2C=CC=CC=2)(C2C=CC=CC=2)C2C=CC=CC=2)[P](C2C=CC=CC=2)(C2C=CC=CC=2)C2C=CC=CC=2)(C2C=CC=CC=2)C2C=CC=CC=2)=CC=1>[Cl:36][C:32]1[N:31]=[C:30]([C:15]2[CH:16]=[C:11]3[C:10]([CH3:26])=[N:9][N:8]([CH2:7][C:6]4[CH:5]=[CH:4][C:3]([O:2][CH3:1])=[CH:28][CH:27]=4)[C:12]3=[N:13][CH:14]=2)[CH:35]=[N:34][CH:33]=1 |f:2.3.4,^1:62,64,83,102|. Procedure details: To a stirred solution of (1-(4-methoxybenzyl)-3-methyl-5-(4,4,5,5-tetramethyl-1,3,2-dioxaborolan-2-yl)-1H-pyrazolo[3,4-b]pyridine) 8 (105 mg, 0.276 mmol) and 2-bromo-6-chloropyrazine 40 (50 mg, 0.268 mmol, 1 equivalent) in DME (3 mL), ethanol (0.5 mL) and water (0.1 mL) was added sodium carbonate (2.0 M, 0.561 mmol, 2 equivalent) and degassed for 10 min followed by charging Pd(PPh3)4 (9.5 mg, 0.0082 mmol, 0.03 equivalent). The resulting reaction mixture was purged with N2 and degassing was submi... Reactants: CC1CN(c2ncc(COCOCC[Si](C)(C)C)cc2Cl)CCN1c1nc(-c2ccc(F)c(F)c2)c(-c2ccc(C(F)(F)F)cc2)[nH]1, O=C(O)C(F)(F)F. Product: CC1CN(c2ncc(CO)cc2Cl)CCN1c1nc(-c2ccc(F)c(F)c2)c(-c2ccc(C(F)(F)F)cc2)[nH]1. As a reaction SMILES: [Cl:1][c:2]1[c:3]([N:18]2[CH2:19][CH:20]([CH3:47])[N:21]([c:24]3[nH:25][c:26](-[c:37]4[cH:38][cH:39][c:40]([C:43]([F:44])([F:45])[F:46])[cH:41][cH:42]4)[c:27](-[c:29]4[cH:30][c:31]([F:36])[c:32]([F:35])[cH:33][cH:34]4)[n:28]3)[CH2:22][CH2:23]2)[n:4][cH:5][c:6]([CH2:8][O:9][CH2:10][O:11][CH2:12][CH2:13][Si:14]([CH3:15])([CH3:16])[CH3:17])[cH:7]1.[F:48][C:49]([F:50])([F:51])[C:52]([OH:53])=[O:54]>>[Cl:1][c:2]1[c:3]([N:18]2[CH2:19][CH:20]([CH3:47])[N:21]([c:24]3[nH:25][c:26](-[c:37]4[cH:38][cH:39][c:40]([C:43]([F:44])([F:45])[F:46])[cH:41][cH:42]4)[c:27](-[c:29]4[cH:30][c:31]([F:36])[c:32]([F:35])[cH:33][cH:34]4)[n:28]3)[CH2:22][CH2:23]2)[n:4][cH:5][c:6]([CH2:8][OH:9])[cH:7]1.